describe an organic reaction: reactants, conditions, products, and yield From a dataset of the Open Reaction Database (ORD), a public repository of structured organic reaction records. The reactants are CC(=O)c1c(O)cc(C)oc1=O, C1CCNCC1, N#CC=Cc1cccc(C=O)c1, ClC(Cl)Cl, O. Product: Cc1cc(O)c(C(=O)C=Cc2cccc(C=CC#N)c2)c(=O)o1. RXN SMILES: [C:1]([CH3:2])(=[O:3])[c:4]1[c:5](=[O:12])[o:6][c:7]([CH3:11])[cH:8][c:9]1[OH:10].[CH2:25]1[CH2:26][CH2:27][NH:28][CH2:29][CH2:30]1.[CH:13](=[O:14])[c:15]1[cH:16][c:17]([CH:21]=[CH:22][C:23]#[N:24])[cH:18][cH:19][cH:20]1.[CH:32]([Cl:33])([Cl:34])[Cl:35].[OH2:31]>>[C:1]([CH:2]=[CH:13][c:15]1[cH:16][c:17]([CH:21]=[CH:22][C:23]#[N:24])[cH:18][cH:19][cH:20]1)(=[O:3])[c:4]1[c:5](=[O:12])[o:6][c:7]([CH3:11])[cH:8][c:9]1[OH:10]. Reactants: C(C=C)OC([C@@H](NC(=O)OC(C)(C)C)CCO)=O ((±)-N-(tert-butoxycarbonyl)homoserine allyl ester), CN1C(NC(C2=CC=CC=C12)=O)=O (1-methylquinazoline-2,4-dione), C(C=C)OC(C(N(S(=O)(=O)C1=CC=C(C=C1)OC1=CC=CC=C1)C)CCO)=O ((±)-2-(2-hydroxyethyl)-N-methyl-N-(4-phenoxybenzenesulfonyl)glycine allyl ester), product. Yields the product C1(C=2C(C(N1)=O)=CC=CC2)=O (phthalimide), C(C=C)OC(C(N(S(=O)(=O)C1=CC=C(C=C1)OC1=CC=CC=C1)C)CCN1C(N(C2=CC=CC=C2C1=O)C)=O)=O ((±)-N-Methyl-2-[2-(1-methylquinazolin-2,4-dione-3-yl]ethyl)-N-(4-phenoxybenzenesulfonyl)glycine Allyl Ester). Yield: 72.0%. Reaction SMILES: [CH2:1]([O:4][C:5](=[O:28])[CH:6]([CH2:25][CH2:26]O)[N:7]([CH3:24])[S:8]([C:11]1[CH:16]=[CH:15][C:14]([O:17][C:18]2[CH:23]=[CH:22][CH:21]=[CH:20][CH:19]=2)=[CH:13][CH:12]=1)(=[O:10])=[O:9])[CH:2]=[CH2:3].C(OC(=O)[C@H](CCO)NC(OC(C)(C)C)=O)C=C.[CH3:47][N:48]1[C:57]2[C:52](=[CH:53][CH:54]=[CH:55][CH:56]=2)[C:51](=[O:58])[NH:50][C:49]1=[O:59]>>[C:51]1(=[O:58])[NH:50][C:49](=[O:59])[C:57]2=[CH:56][CH:55]=[CH:54][CH:53]=[C:52]12.[CH2:1]([O:4][C:5](=[O:28])[CH:6]([CH2:25][CH2:26][N:50]1[C:51](=[O:58])[C:52]2[C:57](=[CH:56][CH:55]=[CH:54][CH:53]=2)[N:48]([CH3:47])[C:49]1=[O:59])[N:7]([CH3:24])[S:8]([C:11]1[CH:16]=[CH:15][C:14]([O:17][C:18]2[CH:23]=[CH:22][CH:21]=[CH:20][CH:19]=2)=[CH:13][CH:12]=1)(=[O:10])=[O:9])[CH:2]=[CH2:3]. Procedure: In a similar manner to that described in Example 1(1), a reaction was carried out using (±)-2-(2-hydroxyethyl)-N-methyl-N-(4-phenoxybenzenesulfonyl)glycine allyl ester, the product of Example 41(2), instead of (±)-N-(tert-butoxycarbonyl)homoserine allyl ester, and using 1-methylquinazoline-2,4-dione, instead of phthalimide, to afford the desired compound (yield 72%) as a white powder. The reactants are ClC1=CC=C(N=N1)NN (6-chloro-3-pyridazinylhydrazine), C(C)O (ethanol), [N+](=O)([O-])C1=CC=C(C=O)C=C1 (4-nitrobenzaldehyde). Solvent: O (water). Reaction conditions: time 2 hour. Yields the product [N+](=O)([O-])C1=CC=C(C=NNC=2N=NC(=CC2)Cl)C=C1 (4-Nitrobenzylidene-(6-chloro-3-pyridazinyl)-hydrazine). Isolated yield 91.5%. Reaction SMILES: [Cl:1][C:2]1[N:7]=[N:6][C:5]([NH:8][NH2:9])=[CH:4][CH:3]=1.C(O)C.[N+:13]([C:16]1[CH:23]=[CH:22][C:19]([CH:20]=O)=[CH:18][CH:17]=1)([O-:15])=[O:14]>O>[N+:13]([C:16]1[CH:23]=[CH:22][C:19]([CH:20]=[N:9][NH:8][C:5]2[N:6]=[N:7][C:2]([Cl:1])=[CH:3][CH:4]=2)=[CH:18][CH:17]=1)([O-:15])=[O:14]. Procedure details: A mixture of 14.5 g (0.1 moles) of 6-chloro-3-pyridazinylhydrazine, 145 ml of ethanol and 15.1 g (0.1 moles) of 4-nitrobenzaldehyde is refluxed with stirring for 2 hours, cooled and 75 ml of water are added. The precipitate is filtered, washed with water, triturated with hot ethanol, filtered again and dried to give 25.4 g (91.5%) of the named compound; m.p. 290° C. (with decomposition). Starting materials: [Br-], Br, COc1cc([N+](=O)[O-])c(C)cc1N, O=N[O-], [Na+], O. Product: COc1cc([N+](=O)[O-])c(C)cc1Br. As a reaction SMILES: [Br-:18].[BrH:20].[CH3:1][O:2][c:3]1[c:4]([NH2:5])[cH:6][c:7]([CH3:13])[c:8]([N+:10](=[O:11])[O-:12])[cH:9]1.[N:14]([O-:15])=[O:16].[Na+:17].[OH2:19]>>[CH3:1][O:2][c:3]1[c:4]([Br:18])[cH:6][c:7]([CH3:13])[c:8]([N+:10](=[O:11])[O-:12])[cH:9]1. Reactants: COC(=O)CCCc1c(C)[nH]c2ccccc12, CO, [Na+], [OH-]. Yields the product Cc1[nH]c2ccccc2c1CCCC(=O)O. Reaction SMILES: [CH3:1][c:2]1[nH:3][c:4]2[cH:5][cH:6][cH:7][cH:8][c:9]2[c:10]1[CH2:11][CH2:12][CH2:13][C:14](=[O:15])[O:16][CH3:17].[CH3:20][OH:21].[Na+:19].[OH-:18]>>[CH3:1][c:2]1[nH:3][c:4]2[cH:5][cH:6][cH:7][cH:8][c:9]2[c:10]1[CH2:11][CH2:12][CH2:13][C:14](=[O:15])[OH:16]. Reactants: [Al+3], CCCCS, COc1ccc(-c2nn(-c3ccc(C)cc3)c3ncccc23)cc1, [Cl-], [Cl-], [Cl-], ClCCl. RXN SMILES: [Al+3:2].[CH2:5]([SH:6])[CH2:7][CH2:8][CH3:9].[CH3:10][O:11][c:12]1[cH:13][cH:14][c:15](-[c:18]2[n:19][n:20](-[c:27]3[cH:28][cH:29][c:30]([CH3:33])[cH:31][cH:32]3)[c:21]3[n:22][cH:23][cH:24][cH:25][c:26]23)[cH:16][cH:17]1.[Cl-:1].[Cl-:3].[Cl-:4].[Cl:34][CH2:35][Cl:36]>>[OH:11][c:12]1[cH:13][cH:14][c:15](-[c:18]2[n:19][n:20](-[c:27]3[cH:28][cH:29][c:30]([CH3:33])[cH:31][cH:32]3)[c:21]3[n:22][cH:23][cH:24][cH:25][c:26]23)[cH:16][cH:17]1. Yields the product Cc1ccc(-n2nc(-c3ccc(O)cc3)c3cccnc32)cc1. Reactants: COCCl (methoxymethyl chloride), solid, OC1=CC2=CC=CC=C2C=C1 (2-hydroxynaphthalene), [H-].[Na+] (NaH). The solvent is CN(C)C=O (DMF), O (water). Run at time 4 hour. Product: COCOC1=CC2=CC=CC=C2C=C1 (2-(methoxymethoxy)naphthalene). The yield is 96.1%. RXN SMILES: [H-].[Na+].[OH:3][C:4]1[CH:13]=[CH:12][C:11]2[C:6](=[CH:7][CH:8]=[CH:9][CH:10]=2)[CH:5]=1.[CH3:14][O:15][CH2:16]Cl>CN(C=O)C.O>[CH3:14][O:15][CH2:16][O:3][C:4]1[CH:13]=[CH:12][C:11]2[C:6](=[CH:7][CH:8]=[CH:9][CH:10]=2)[CH:5]=1 |f:0.1|. Reported procedure: To a suspension of 5.0 g of NaH (208.33 mmol) in 150 mL of DMF under argon flow were added 20.0 g of solid 2-hydroxynaphthalene (138.7 mmol) at a temperature of 0° C., by small portions. The suspension was kept under stirring for 4 h at room temperature, 17.8 g of methoxymethyl chloride (221.2 mmol) were added slowly, and the reaction mixture was stirred for 10 additional hours. The reaction was carefully diluted with 1 L of water and the organic part was extracted with 3 times 50 mL of CH2Cl2. ... The reactants are CN1C=CC2=CC=C(C=C12)C(=O)OCC1=CC=CC=C1 (Benzyl 1-methyl-1H-indole-6carboxylate), O1COC2=C1C=CC(=C2)C(C(=O)O)Br (2-(1,3-benzodioxol-5-yl)-2-bromoacetic acid). Solvent: CN(C=O)C (dimethylformamide). Conditions: temperature 90 celsius. Yields the product O1COC2=C1C=CC(=C2)C(C(=O)O)C2=CN(C1=CC(=CC=C21)C(=O)OCC2=CC=CC=C2)C (2-(1,3-Benzodioxol-5-yl)-2-[6-(benzyloxy)carbonyl-1-methyl-1H-indol-3-yl]acetic acid). Yield: 60.9%. Reaction SMILES: [CH3:1][N:2]1[C:10]2[C:5](=[CH:6][CH:7]=[C:8]([C:11]([O:13][CH2:14][C:15]3[CH:20]=[CH:19][CH:18]=[CH:17][CH:16]=3)=[O:12])[CH:9]=2)[CH:4]=[CH:3]1.[O:21]1[C:25]2[CH:26]=[CH:27][C:28]([CH:30](Br)[C:31]([OH:33])=[O:32])=[CH:29][C:24]=2[O:23][CH2:22]1>CN(C)C=O>[O:21]1[C:25]2[CH:26]=[CH:27][C:28]([CH:30]([C:4]3[C:5]4[C:10](=[CH:9][C:8]([C:11]([O:13][CH2:14][C:15]5[CH:20]=[CH:19][CH:18]=[CH:17][CH:16]=5)=[O:12])=[CH:7][CH:6]=4)[N:2]([CH3:1])[CH:3]=3)[C:31]([OH:33])=[O:32])=[CH:29][C:24]=2[O:23][CH2:22]1. Procedure details: Benzyl 1-methyl-1H-indole-6-carboxylate (from (b), 9.8 g) and 2-(1,3-benzodioxol-5-yl)-2-bromoacetic acid (from Preparation 1, 10.5 g) were stirred together in dimethylformamide (100 ml) and a steady stream of nitrogen was passed through the solution which was warmed to 90° C. After 4 h the reaction mixture was cooled to room temperature and the dimethylformamide removed in vacuo. The oily residue was partitioned between ethyl acetate (300 ml) and 2M hydrochloric acid and the organic phase was w...